This data is from the Open Reaction Database (ORD), a public repository of structured organic reaction records. The task is: describe an organic reaction: reactants, conditions, products, and yield The reactants are CO, CCOC(=O)C(CCCCCc1ccc(Cl)cc1)Oc1ccc(C)cc1. Product: Cc1ccc(OC(CCCCCc2ccc(Cl)cc2)C(=O)O)cc1. Reaction SMILES: [CH3:27][OH:28].[Cl:1][c:2]1[cH:3][cH:4][c:5]([CH2:8][CH2:9][CH2:10][CH2:11][CH2:12][CH:13]([C:14](=[O:15])[O:16][CH2:17][CH3:18])[O:19][c:20]2[cH:21][cH:22][c:23]([CH3:26])[cH:24][cH:25]2)[cH:6][cH:7]1>>[Cl:1][c:2]1[cH:3][cH:4][c:5]([CH2:8][CH2:9][CH2:10][CH2:11][CH2:12][CH:13]([C:14](=[O:15])[OH:16])[O:19][c:20]2[cH:21][cH:22][c:23]([CH3:26])[cH:24][cH:25]2)[cH:6][cH:7]1. Yields the product OCC1=CN=C(S1)C=1N(C2=C(C=CC=C2C1)N(S(=O)(=O)C=1SC=CC1)C)COC (N-{2-[5-(Hydroxymethyl)-1,3-thiazol-2-yl]-1-(methoxymethyl)-1H-indol-7-yl}-N-methylthiophene-2-sulfonamide). The yield is 100.1%. RXN SMILES: [CH3:1][O:2][CH2:3][N:4]1[C:12]2[C:7](=[CH:8][CH:9]=[CH:10][C:11]=2[N:13]([CH3:22])[S:14]([C:17]2[S:18][CH:19]=[CH:20][CH:21]=2)(=[O:16])=[O:15])[CH:6]=[C:5]1[C:23]1[S:24][C:25]([C:28](OCC)=[O:29])=[CH:26][N:27]=1.O1CCCC1.[H-].[Al+3].[Li+].[H-].[H-].[H-].[Cl-].[NH4+]>C(O)C>[OH:29][CH2:28][C:25]1[S:24][C:23]([C:5]2[N:4]([CH2:3][O:2][CH3:1])[C:12]3[C:7]([CH:6]=2)=[CH:8][CH:9]=[CH:10][C:11]=3[N:13]([CH3:22])[S:14]([C:17]2[S:18][CH:19]=[CH:20][CH:21]=2)(=[O:16])=[O:15])=[N:27][CH:26]=1 |f:2.3.4.5.6.7,8.9|. Starting materials: [Cl-].[NH4+] (ammonium chloride), COCN1C(=CC2=CC=CC(=C12)N(S(=O)(=O)C=1SC=CC1)C)C=1SC(=CN1)C(=O)OCC (ethyl 2-{1-(methoxymethyl)-7-[methyl(2-thienylsulfonyl)amino]-1H-indol-2-yl}-1,3-thiazole-5-carboxylate), O1CCCC1 (tetrahydrofuran), [H-].[Al+3].[Li+].[H-].[H-].[H-] (lithium aluminum hydride). Run in C(C)O (ethanol). Reported procedure: To a mixture of ethyl 2-{1-(methoxymethyl)-7-[methyl(2-thienylsulfonyl)amino]-1H-indol-2-yl}-1,3-thiazole-5-carboxylate (2.13 g) and tetrahydrofuran (30 mL) was added lithium aluminum hydride (0.21 g) at 0° C., and the mixture was stirred at 0° C. for 30 min. To the reaction mixture was added ethanol (5 mL) and then saturated aqueous ammonium chloride solution (4 mL). The resulting inorganic salt was filtered off, and the filtrate was concentrated. The obtained crystals were subjected to silica ... Run at temperature 0 celsius, time 30 minute.